Dataset: the Open Reaction Database (ORD), a public repository of structured organic reaction records. Task: describe an organic reaction: reactants, conditions, products, and yield The product is S1C(=CC=C1)CSCCCN (3-(2-thienylmethylthio)propaneamine). Procedure details: The same reaction as in Reference Example 4 was repeated except that the N-[5-(2-benzoxazolylthio)pentyl]phthalimide was replaced by N-[3-(2-benzoxazolylthio)propyl]phthalimide, to obtain the title compound at a yield of 78%. Isolated yield 78.0%. Reaction SMILES: O1C2C=CC=CC=2N=C1[S:10][CH2:11][CH2:12][CH2:13][CH2:14]CN1C(=O)C2=CC=CC=C2C1=O.O1C2C=CC=CC=2N=[C:28]1[S:36][CH2:37][CH2:38][CH2:39][N:40]1C(=O)C2=CC=CC=C2C1=O>>[S:10]1[CH:11]=[CH:12][CH:13]=[C:14]1[CH2:28][S:36][CH2:37][CH2:38][CH2:39][NH2:40]. Reactants: O1C(=NC2=C1C=CC=C2)SCCCCCN2C(C=1C(C2=O)=CC=CC1)=O (N-[5-(2-benzoxazolylthio)pentyl]phthalimide), O1C(=NC2=C1C=CC=C2)SCCCN2C(C=1C(C2=O)=CC=CC1)=O (N-[3-(2-benzoxazolylthio)propyl]phthalimide). As a reaction SMILES: [CH3:1][O:2][CH2:3][O:4][c:5]1[cH:6][cH:7][c:8]([C:11]([C:12](=[O:13])[OH:14])=[C:15]([CH2:16][CH3:17])[c:18]2[cH:19][cH:20][cH:21][cH:22][cH:23]2)[cH:9][cH:10]1.[CH3:26][N:27]([CH2:28][CH2:29][O:30][c:31]1[cH:32][cH:33][c:34]([NH2:37])[cH:35][cH:36]1)[CH3:38].[CH3:48][N:49]([CH3:50])[c:51]1[cH:52][cH:53][n:54][cH:55][cH:56]1.[CH:39]([N:40]([CH2:41][CH3:42])[CH:43]([CH3:44])[CH3:45])([CH3:46])[CH3:47].[Cl:57][CH2:58][Cl:59].[ClH:24].[ClH:25]>>[CH3:1][O:2][CH2:3][O:4][c:5]1[cH:6][cH:7][c:8]([C:11]([C:12](=[O:14])[NH:37][c:34]2[cH:33][cH:32][c:31]([O:30][CH2:29][CH2:28][N:27]([CH3:26])[CH3:38])[cH:36][cH:35]2)=[C:15]([CH2:16][CH3:17])[c:18]2[cH:19][cH:20][cH:21][cH:22][cH:23]2)[cH:9][cH:10]1. Reactants: CCC(=C(C(=O)O)c1ccc(OCOC)cc1)c1ccccc1, CN(C)CCOc1ccc(N)cc1, CN(C)c1ccncc1, CCN(C(C)C)C(C)C, ClCCl, Cl, Cl. The product is CCC(=C(C(=O)Nc1ccc(OCCN(C)C)cc1)c1ccc(OCOC)cc1)c1ccccc1.